From a dataset of the Open Reaction Database (ORD), a public repository of structured organic reaction records. describe an organic reaction: reactants, conditions, products, and yield Starting materials: OC1=CC=C2CCC(CC2=C1)=O (7-hydroxy-3,4-dihydro-1H-naphthalen-2-one), N1CCCC1 (pyrrolidine), CO (MeOH). Product: COC1=CC=C2CCC(=CC2=C1)N1CCCC1 (1-(7-methoxy-3,4-dihydro-naphthalen-2-yl)-pyrrolidine). RXN SMILES: O[C:2]1[CH:11]=[C:10]2[C:5]([CH2:6][CH2:7][C:8](=[O:12])[CH2:9]2)=[CH:4][CH:3]=1.[NH:13]1[CH2:17][CH2:16][CH2:15][CH2:14]1.[CH3:18]O>>[CH3:18][O:12][C:8]1[CH:9]=[C:10]2[C:5]([CH2:4][CH2:3][C:2]([N:13]3[CH2:17][CH2:16][CH2:15][CH2:14]3)=[CH:11]2)=[CH:6][CH:7]=1. Procedure: Under N2 atmosphere, a solution of 7-hydroxy-3,4-dihydro-1H-naphthalen-2-one (85 g, 0.48 mol) and pyrrolidine (264 g, 1.5 mol) in MeOH (3000 mL) was stirred at room temperature for 2 hrs. The solvent was removed in vacuo to give crude 1-(7-methoxy-3,4-dihydro-naphthalen-2-yl)-pyrrolidine (320 g) which was directly used for next step.